Dataset: the Open Reaction Database (ORD), a public repository of structured organic reaction records. Task: describe an organic reaction: reactants, conditions, products, and yield The reactants are CN(CCCO)C (3-(Dimethylamino)propan-1-ol), [H-].[Na+] (sodium hydride), BrC=1C=CC(=NC1)F (5-Bromo-2-fluoropyridine). The solvent is CN(C)C=O (DMF). Reaction conditions: temperature 30 celsius, time 4 hour. Yields the product BrC=1C=CC(=NC1)OCCCN(C)C (3-(5-Bromopyridin-2-yl)oxy-N,N-dimethylpropan-1-amine). Yield: 67.0%. Reaction SMILES: [CH3:1][N:2]([CH3:7])[CH2:3][CH2:4][CH2:5][OH:6].[H-].[Na+].[Br:10][C:11]1[CH:12]=[CH:13][C:14](F)=[N:15][CH:16]=1>CN(C=O)C>[Br:10][C:11]1[CH:12]=[CH:13][C:14]([O:6][CH2:5][CH2:4][CH2:3][N:2]([CH3:7])[CH3:1])=[N:15][CH:16]=1 |f:1.2|. Reported procedure: 3-(Dimethylamino)propan-1-ol (3.09 g, 29.95 mmol) was added to a mixture of sodium hydride (2.4 g, 60.00 mmol) in DMF (50 mL) over a period of 20 min at r.t. 5-Bromo-2-fluoropyridine (5.81, g, 33.01 mmol) was added and the resulting solution stirred for 4 h at 30° C. The reaction was then quenched by the addition of a sat. aqueous solution of ammonium chloride and the resulting mixture concentrated under vacuum. The residue was purified by FCC, eluting with DCM/MeOH in Et2O (10:1) to afford the ... Reactants: C(C1=CC=CC=C1)OC=1C=C(OC[C@@H]2CO2)C=CC1OCC1=CC=CC=C1 ((S)-3-(3,4-dibenzyloxyphenoxy)-1,2-epoxypropane), COC(COC1=CC=C(C=C1)C[C@@H](C)N)=O ((R)-4-(2-aminopropyl)phenoxyacetic acid methyl ester). The product is C(C1=CC=CC=C1)OC=1C=C(OCC(CNC(CC2=CC=C(OCC(=O)OC)C=C2)C)O)C=CC1OCC1=CC=CC=C1 ((SR)-4-{2-[3-(3,4-Dibenzyloxyphenoxy)-2-hydroxypropylamino]propyl}phenoxy acetic acid, methyl ester). RXN SMILES: [CH2:1]([O:8][C:9]1[CH:10]=[C:11]([CH:17]=[CH:18][C:19]=1[O:20][CH2:21][C:22]1[CH:27]=[CH:26][CH:25]=[CH:24][CH:23]=1)[O:12][CH2:13][C@H:14]1[O:16][CH2:15]1)[C:2]1[CH:7]=[CH:6][CH:5]=[CH:4][CH:3]=1.[CH3:28][O:29][C:30](=[O:43])[CH2:31][O:32][C:33]1[CH:38]=[CH:37][C:36]([CH2:39][C@H:40]([NH2:42])[CH3:41])=[CH:35][CH:34]=1>>[CH2:1]([O:8][C:9]1[CH:10]=[C:11]([CH:17]=[CH:18][C:19]=1[O:20][CH2:21][C:22]1[CH:23]=[CH:24][CH:25]=[CH:26][CH:27]=1)[O:12][CH2:13][CH:14]([OH:16])[CH2:15][NH:42][CH:40]([CH3:41])[CH2:39][C:36]1[CH:37]=[CH:38][C:33]([O:32][CH2:31][C:30]([O:29][CH3:28])=[O:43])=[CH:34][CH:35]=1)[C:2]1[CH:3]=[CH:4][CH:5]=[CH:6][CH:7]=1. Procedure: The title compound was prepared from (S)-3-(3,4-dibenzyloxyphenoxy)-1,2-epoxypropane and (R)-4-(2-aminopropyl)phenoxyacetic acid methyl ester according to the method described in Procedure 13. Reactants: NC1=C(C=C(C=2OC(OC21)(C)C)Cl)F (4-amino-7-chloro-2,2-dimethyl-5-fluoro-1,3-benzodioxole), ClC(=O)OC(Cl)(Cl)Cl (trichloromethyl chloroformate). Reaction SMILES: [NH2:1][C:2]1[C:10]2[O:9][C:8]([CH3:12])([CH3:11])[O:7][C:6]=2[C:5]([Cl:13])=[CH:4][C:3]=1[F:14].Cl[C:16](OC(Cl)(Cl)Cl)=[O:17]>C1(C)C=CC=CC=1>[Cl:13][C:5]1[C:6]2[O:7][C:8]([CH3:11])([CH3:12])[O:9][C:10]=2[C:2]([N:1]=[C:16]=[O:17])=[C:3]([F:14])[CH:4]=1. Product: ClC1=CC(=C(C2=C1OC(O2)(C)C)N=C=O)F (7-chloro-2,2-dimethyl-5-fluoro-1,3-benzodioxol-4-yl isocyanate). Reported procedure: To a solution of 1.5 g (0.0069 mole) of 4-amino-7-chloro-2,2-dimethyl-5-fluoro-1,3-benzodioxole in 50 mL of toluene was added slowly 0.41 mL (0.0035 mole) of trichloromethyl chloroformate. This mixture was stirred at ambient temperature for one hour and then was heated at reflux for approximately 16 hours. At the conclusion of this period the solvent was evaporated from the reaction mixture under reduced pressure, leaving 7-chloro-2,2-dimethyl-5-fluoro-1,3-benzodioxol-4-yl isocyanate as a residu... Conditions: time 1 hour. The solvent is C1(=CC=CC=C1)C (toluene).